From a dataset of the Open Reaction Database (ORD), a public repository of structured organic reaction records. describe an organic reaction: reactants, conditions, products, and yield Reactants: CC(=O)O[BH-](OC(C)=O)OC(C)=O, ClCCl, CCCOc1ccc(F)c2c(=O)c(-c3ccc(OC)cc3)c(C=O)[nH]c12, [Na+], c1ccc(N2CCNCC2)nc1. The product is CCCOc1ccc(F)c2c(=O)c(-c3ccc(OC)cc3)c(CN3CCN(c4ccccn4)CC3)[nH]c12. RXN SMILES: [C:39]([O:40][BH-:41]([O:42][C:43](=[O:44])[CH3:45])[O:46][C:47](=[O:48])[CH3:49])(=[O:50])[CH3:51].[Cl:53][CH2:54][Cl:55].[F:13][c:14]1[c:15]2[c:16](=[O:38])[c:17](-[c:30]3[cH:31][cH:32][c:33]([O:36][CH3:37])[cH:34][cH:35]3)[c:18]([CH:28]=[O:29])[nH:19][c:20]2[c:21]([O:24][CH2:25][CH2:26][CH3:27])[cH:22][cH:23]1.[Na+:52].[n:1]1[c:2]([N:7]2[CH2:8][CH2:9][NH:10][CH2:11][CH2:12]2)[cH:3][cH:4][cH:5][cH:6]1>>[n:1]1[c:2]([N:7]2[CH2:8][CH2:9][N:10]([CH2:28][c:18]3[c:17](-[c:30]4[cH:31][cH:32][c:33]([O:36][CH3:37])[cH:34][cH:35]4)[c:16](=[O:38])[c:15]4[c:14]([F:13])[cH:23][cH:22][c:21]([O:24][CH2:25][CH2:26][CH3:27])[c:20]4[nH:19]3)[CH2:11][CH2:12]2)[cH:3][cH:4][cH:5][cH:6]1.